Dataset: the Open Reaction Database (ORD), a public repository of structured organic reaction records. Task: describe an organic reaction: reactants, conditions, products, and yield As a reaction SMILES: [Al+3:17].[CH2:25]([O:26][CH2:27][CH3:28])[CH3:29].[H-:16].[H-:19].[H-:20].[H-:21].[Li+:18].[Na+:24].[OH-:23].[OH2:22].[c:1]1([NH:7][C:8]2([C:14]#[N:15])[CH2:9][CH2:10][CH2:11][CH2:12][CH2:13]2)[cH:2][cH:3][cH:4][cH:5][cH:6]1>>[c:1]1([NH:7][C:8]2([CH2:14][NH2:15])[CH2:9][CH2:10][CH2:11][CH2:12][CH2:13]2)[cH:2][cH:3][cH:4][cH:5][cH:6]1. The product is NCC1(Nc2ccccc2)CCCCC1. The reactants are [Al+3], CCOCC, [H-], [H-], [H-], [H-], [Li+], [Na+], [OH-], O, N#CC1(Nc2ccccc2)CCCCC1.